This data is from the Open Reaction Database (ORD), a public repository of structured organic reaction records. The task is: describe an organic reaction: reactants, conditions, products, and yield The reactants are O=[N+]([O-])c1ccc(Br)cc1Nc1ccccc1, CN1CCNCC1, CN1CCCC1=O. Reaction SMILES: [Br:1][c:2]1[cH:3][cH:4][c:5]([N+:15](=[O:16])[O-:17])[c:6]([NH:8][c:9]2[cH:10][cH:11][cH:12][cH:13][cH:14]2)[cH:7]1.[CH3:18][N:19]1[CH2:20][CH2:21][NH:22][CH2:23][CH2:24]1.[CH3:25][N:26]1[CH2:27][CH2:28][CH2:29][C:30]1=[O:31]>>[c:2]1([N:22]2[CH2:21][CH2:20][N:19]([CH3:18])[CH2:24][CH2:23]2)[cH:3][cH:4][c:5]([N+:15](=[O:16])[O-:17])[c:6]([NH:8][c:9]2[cH:10][cH:11][cH:12][cH:13][cH:14]2)[cH:7]1. Yields the product CN1CCN(c2ccc([N+](=O)[O-])c(Nc3ccccc3)c2)CC1. The reactants are C(C)NC(=O)NC1=CC=C(C=C1)C=1N=C(C2=C(N1)CNCC2)N2[C@H](COCC2)C ((S)-1-ethyl-3-(4-(4-(3-methylmorpholino)-5,6,7,8-tetrahydropyrido[3,4-d]pyrimidin-2-yl)phenyl)urea), C(C)(C)N(C(C)C)CC (N,N-diisopropylethylamine), CN(C=O)C (N,N-Dimethylformamide), O1C=NC=C1C(=O)O (Oxazole-5-carboxylic acid), Cl.CN(CCCN=C=NCC)C (N-(3-dimethylaminopropyl)-N′-ethylcarbodiimide hydrochloride), amines. Conditions: time 8 hour. Yields the product C(C)NC(=O)NC1=CC=C(C=C1)C=1N=C(C2=C(N1)CN(CC2)C(=O)C2=CN=CO2)N2CCOCC2 (1-ethyl-3-(4-(4-morpholino-7-(oxazole-5-carbonyl)-5,6,7,8-tetrahydropyrido[3,4-d]pyrimidin-2-yl)phenyl)urea). Reaction SMILES: [CH2:1]([NH:3][C:4]([NH:6][C:7]1[CH:12]=[CH:11][C:10]([C:13]2[N:14]=[C:15]([N:23]3[CH2:28][CH2:27][O:26][CH2:25][C@@H:24]3C)[C:16]3[CH2:22][CH2:21][NH:20][CH2:19][C:17]=3[N:18]=2)=[CH:9][CH:8]=1)=[O:5])[CH3:2].C(N(CC)C(C)C)(C)C.CN(C)C=O.[O:44]1[C:48]([C:49](O)=[O:50])=[CH:47][N:46]=[CH:45]1.Cl.CN(C)CCCN=C=NCC>>[CH2:1]([NH:3][C:4]([NH:6][C:7]1[CH:8]=[CH:9][C:10]([C:13]2[N:14]=[C:15]([N:23]3[CH2:28][CH2:27][O:26][CH2:25][CH2:24]3)[C:16]3[CH2:22][CH2:21][N:20]([C:49]([C:48]4[O:44][CH:45]=[N:46][CH:47]=4)=[O:50])[CH2:19][C:17]=3[N:18]=2)=[CH:11][CH:12]=1)=[O:5])[CH3:2] |f:4.5|. Reported procedure: (S)-1-ethyl-3-(4-(4-(3-methylmorpholino)-5,6,7,8-tetrahydropyrido[3,4-d]pyrimidin-2-yl)phenyl)urea (71 mg, 0.18 mmol) and N,N-diisopropylethylamine (6.0E1 uL, 0.34 mmol) were dissolved in N,N-Dimethylformamide (1.0 mL, 13 mmol). Oxazole-5-carboxylic acid (30.0 mg, 0.265 mmol) 1-hydroxybenzotriazole (27.8 mg, 0.206 mmol) and N-(3-dimethylaminopropyl)-N′-ethylcarbodiimide hydrochloride (49.9 mg, 0.260 mmol) were weighed out into a vial, and the solution of the amines was added, then the reaction s... Reactants: ClCCNCc1ccccc1, Cl, [H-], [Na+], CN(C)C=O, O, Oc1ccc(-n2ccnc2)cc1. Product: Cl, Cl, c1ccc(CNCCOc2ccc(-n3ccnc3)cc2)cc1. As a reaction SMILES: [CH2:16]([c:17]1[cH:18][cH:19][cH:20][cH:21][cH:22]1)[NH:23][CH2:24][CH2:25][Cl:26].[ClH:15].[H-:1].[Na+:2].[O:28]=[CH:29][N:30]([CH3:31])[CH3:32].[OH2:27].[n:3]1(-[c:8]2[cH:9][cH:10][c:11]([OH:14])[cH:12][cH:13]2)[cH:4][n:5][cH:6][cH:7]1>>[ClH:15].[ClH:26].[n:3]1(-[c:8]2[cH:9][cH:10][c:11]([O:14][CH2:25][CH2:24][NH:23][CH2:16][c:17]3[cH:18][cH:19][cH:20][cH:21][cH:22]3)[cH:12][cH:13]2)[cH:4][n:5][cH:6][cH:7]1. The reactants are CCOC(=O)N1CCN(C(=O)C(CCC(=O)OC(C)(C)C)NC(=O)c2cc(Cl)nc(-c3ccccc3)n2)CC1, Cc1ccc(B(O)O)cc1. Yields the product CCOC(=O)N1CCN(C(=O)C(CCC(=O)OC(C)(C)C)NC(=O)c2cc(-c3ccc(C)cc3)nc(-c3ccccc3)n2)CC1. RXN SMILES: [CH2:1]([CH3:2])[O:3][C:4](=[O:5])[N:6]1[CH2:7][CH2:8][N:9]([C:12]([CH:13]([CH2:14][CH2:15][C:16](=[O:17])[O:18][C:19]([CH3:20])([CH3:21])[CH3:22])[NH:23][C:24](=[O:25])[c:26]2[n:27][c:28](-[c:33]3[cH:34][cH:35][cH:36][cH:37][cH:38]3)[n:29][c:30]([Cl:32])[cH:31]2)=[O:39])[CH2:10][CH2:11]1.[c:40]1([CH3:49])[cH:41][cH:42][c:43]([B:46]([OH:47])[OH:48])[cH:44][cH:45]1>>[CH2:1]([CH3:2])[O:3][C:4](=[O:5])[N:6]1[CH2:7][CH2:8][N:9]([C:12]([CH:13]([CH2:14][CH2:15][C:16](=[O:17])[O:18][C:19]([CH3:20])([CH3:21])[CH3:22])[NH:23][C:24](=[O:25])[c:26]2[n:27][c:28](-[c:33]3[cH:34][cH:35][cH:36][cH:37][cH:38]3)[n:29][c:30](-[c:43]3[cH:42][cH:41][c:40]([CH3:49])[cH:45][cH:44]3)[cH:31]2)=[O:39])[CH2:10][CH2:11]1.